This data is from the Open Reaction Database (ORD), a public repository of structured organic reaction records. The task is: describe an organic reaction: reactants, conditions, products, and yield Starting materials: CCC(O)c1cc(I)ccc1Oc1ccnc2cc(OC)c(OC)cc12, CN(C)C, CS(C)=O, O, O=S(=O)=O. Yields the product CCC(=O)c1cc(I)ccc1Oc1ccnc2cc(OC)c(OC)cc12. Reaction SMILES: [CH3:1][O:2][c:3]1[cH:4][c:5]2[c:6]([O:15][c:16]3[c:17]([CH:23]([CH2:24][CH3:25])[OH:26])[cH:18][c:19]([I:22])[cH:20][cH:21]3)[cH:7][cH:8][n:9][c:10]2[cH:11][c:12]1[O:13][CH3:14].[CH3:27][N:28]([CH3:29])[CH3:30].[CH3:36][S:37]([CH3:38])=[O:39].[OH2:35].[S:31](=[O:32])(=[O:33])=[O:34]>>[CH3:1][O:2][c:3]1[cH:4][c:5]2[c:6]([O:15][c:16]3[c:17]([C:23]([CH2:24][CH3:25])=[O:26])[cH:18][c:19]([I:22])[cH:20][cH:21]3)[cH:7][cH:8][n:9][c:10]2[cH:11][c:12]1[O:13][CH3:14]. Starting materials: [H-].[Na+] (NaH), C(C=CCO)O (but-2-ene-1,4-diol), C(C)(C)(C)[Si](C1=CC=CC=C1)(C1=CC=CC=C1)Cl (tert-butyl-chlorodiphenylsilane). Run in O1CCCC1 (tetrahydrofuran). Yields the product C(C)(C)(C)[Si](OCC=CCO)(C1=CC=CC=C1)C1=CC=CC=C1 (4-(tert-Butyl-diphenyl-silanyloxy)-but-2-en-1-ol). Reaction SMILES: [H-].[Na+].[CH2:3]([OH:8])[CH:4]=[CH:5][CH2:6][OH:7].[C:9]([Si:13](Cl)([C:20]1[CH:25]=[CH:24][CH:23]=[CH:22][CH:21]=1)[C:14]1[CH:19]=[CH:18][CH:17]=[CH:16][CH:15]=1)([CH3:12])([CH3:11])[CH3:10]>O1CCCC1>[C:9]([Si:13]([C:20]1[CH:25]=[CH:24][CH:23]=[CH:22][CH:21]=1)([C:14]1[CH:15]=[CH:16][CH:17]=[CH:18][CH:19]=1)[O:7][CH2:6][CH:5]=[CH:4][CH2:3][OH:8])([CH3:12])([CH3:10])[CH3:11] |f:0.1|. Procedure: NaH (3 g, 75 mmol, 60% in oil) was added portion-wise to a stirred and cooled (0° C.) solution of but-2-ene-1,4-diol (6 g, 68.09 mmol) in dry tetrahydrofuran (250 mL). After the addition, the mixture was allowed to warm to room temperature and stirred for another two hours. The resulting white mixture was then cooled (0° C.) and tert-butyl-chlorodiphenylsilane (15.7 mL, 61.28 mmol) was added drop wise. After twenty minutes, the cooling bath was removed and the mixture was allowed to stir overnig... Reactants: IN1C(CCC1=O)=O (N-iodosuccinimide), [O-]S(=O)(=S)[O-].[Na+].[Na+] (Na2S2O3), [Si](C1=CC=CC=C1)(C1=CC=CC=C1)(C(C)(C)C)O[C@@H](CCCCO)C ((R)-5-((tert-butyldiphenylsilyl)oxy)hexan-1-ol), C=C1CCN(CC1)C(=O)OC(C)(C)C (tert-butyl 4-methylenepiperidine-1-carboxylate), [Si](C)(C)(C)OS(=O)(=O)C(F)(F)F (TMS-OTf). Reagents/catalysts: [O-]S(=O)(=O)[O-].[Cu+2] (CuSO4). The solvent is CCOCC (Ether), C(Cl)Cl (CH2Cl2). Conditions: temperature 2.5 celsius, time 16 hour. Product: [Si](C1=CC=CC=C1)(C1=CC=CC=C1)(C(C)(C)C)O[C@@H](CCCCOC1(CCN(CC1)C(=O)OC(C)(C)C)CI)C ((R)-tert-butyl 4-((5-((tert-butyldiphenylsilyl)oxy)hexyl)oxy)-4-(iodomethyl)piperidine-1-carboxylate). The yield is 66.3%. RXN SMILES: [Si:1]([O:18][C@H:19]([CH3:25])[CH2:20][CH2:21][CH2:22][CH2:23][OH:24])([C:14]([CH3:17])([CH3:16])[CH3:15])([C:8]1[CH:13]=[CH:12][CH:11]=[CH:10][CH:9]=1)[C:2]1[CH:7]=[CH:6][CH:5]=[CH:4][CH:3]=1.[CH2:26]=[C:27]1[CH2:32][CH2:31][N:30]([C:33]([O:35][C:36]([CH3:39])([CH3:38])[CH3:37])=[O:34])[CH2:29][CH2:28]1.[Si](OS(C(F)(F)F)(=O)=O)(C)(C)C.[I:52]N1C(=O)CCC1=O.[O-]S([O-])(=S)=O.[Na+].[Na+]>C(Cl)Cl.[O-]S([O-])(=O)=O.[Cu+2].CCOCC>[Si:1]([O:18][C@H:19]([CH3:25])[CH2:20][CH2:21][CH2:22][CH2:23][O:24][C:27]1([CH2:26][I:52])[CH2:32][CH2:31][N:30]([C:33]([O:35][C:36]([CH3:39])([CH3:38])[CH3:37])=[O:34])[CH2:29][CH2:28]1)([C:14]([CH3:16])([CH3:17])[CH3:15])([C:8]1[CH:9]=[CH:10][CH:11]=[CH:12][CH:13]=1)[C:2]1[CH:3]=[CH:4][CH:5]=[CH:6][CH:7]=1 |f:4.5.6,8.9|. Procedure details: To a solution of (R)-5-((tert-butyldiphenylsilyl)oxy)hexan-1-ol (8.23 g, 23.08 mmol) and tert-butyl 4-methylenepiperidine-1-carboxylate (6.83 g, 34.6 mmol) in CH2Cl2 (40 mL) was added TMS-OTf (0.334 mL, 1.846 mmol), followed by CuSO4 (1.842 g, 11.54 mmol) and the slurry was cooled to 0-5° C. N-iodosuccinimide (7.79 g, 34.6 mmol) was then added in one portion and the slurry was stirred for 0-5° C. for additional 16 h, then warmed to room temp over 2-3 h. Ether (200 mL) followed by aqueous solutio... Reactants: BrCCBr, COCCCOc1cc(C2C(C(C)C)CC(C=O)N2C(=O)OC(C)(C)C)ccc1OC, CC(C)C(CCl)COCc1ccccc1, [Mg], C1CCOC1. Product: COCCCOc1cc(C2C(C(C)C)CC(C(O)CC(COCc3ccccc3)C(C)C)N2C(=O)OC(C)(C)C)ccc1OC. Reaction SMILES: [Br:48][CH2:49][CH2:50][Br:51].[C:1]([CH3:2])([CH3:3])([CH3:4])[O:5][C:6](=[O:7])[N:8]1[CH:9]([c:18]2[cH:19][c:20]([O:26][CH2:27][CH2:28][CH2:29][O:30][CH3:31])[c:21]([O:24][CH3:25])[cH:22][cH:23]2)[CH:10]([CH:15]([CH3:16])[CH3:17])[CH2:11][CH:12]1[CH:13]=[O:14].[Cl:32][CH2:33][CH:34]([CH2:35][O:36][CH2:37][c:38]1[cH:39][cH:40][cH:41][cH:42][cH:43]1)[CH:44]([CH3:45])[CH3:46].[Mg:47].[O:52]1[CH2:53][CH2:54][CH2:55][CH2:56]1>>[C:1]([CH3:2])([CH3:3])([CH3:4])[O:5][C:6](=[O:7])[N:8]1[CH:9]([c:18]2[cH:19][c:20]([O:26][CH2:27][CH2:28][CH2:29][O:30][CH3:31])[c:21]([O:24][CH3:25])[cH:22][cH:23]2)[CH:10]([CH:15]([CH3:16])[CH3:17])[CH2:11][CH:12]1[CH:13]([OH:14])[CH2:33][CH:34]([CH2:35][O:36][CH2:37][c:38]1[cH:39][cH:40][cH:41][cH:42][cH:43]1)[CH:44]([CH3:45])[CH3:46]. Starting materials: OCC[N-]C(CCC1=CC=C(C=C1)[N+](=O)[O-])=O (N-(2-hydroxyethyl)-3-(4-nitrophenyl)propionylamide), Cl (hydrochloric acid), B.[Na] (sodium boron hydride), C(C)(=O)O (acetic acid). Solvent: O1CCCC1 (tetrahydrofuran), O (water), O1CCCC1 (tetrahydrofuran). Reaction conditions: time 1 hour. Yields the product OCCNCCCC1=CC=C(C=C1)[N+](=O)[O-] (N-(2-hydroxyethyl)-3-(4-nitrophenyl)propylamine). RXN SMILES: [OH:1][CH2:2][CH2:3][N-:4][C:5](=O)[CH2:6][CH2:7][C:8]1[CH:13]=[CH:12][C:11]([N+:14]([O-:16])=[O:15])=[CH:10][CH:9]=1.B.[Na].C(O)(=O)C.Cl>O1CCCC1.O>[OH:1][CH2:2][CH2:3][NH:4][CH2:5][CH2:6][CH2:7][C:8]1[CH:9]=[CH:10][C:11]([N+:14]([O-:16])=[O:15])=[CH:12][CH:13]=1 |f:1.2,^1:18|. Procedure details: 50 g of the previously obtained N-(2-hydroxyethyl)-3-(4-nitrophenyl)propionylamide and 31.8 g of sodium boron hydride were suspended in 500 ml of tetrahydrofuran, and 50.5 g of acetic acid was added dropwise thereto under ice cooling conditions. After completion of the addition, the solution was heated under reflux for 2 hours and then ice-cooled again, and 500 ml of water was added dropwise thereto. Afterward, 4N hydrochloric acid was added to the solution so as to adjust its pH to a level of f...